Dataset: the Open Reaction Database (ORD), a public repository of structured organic reaction records. Task: describe an organic reaction: reactants, conditions, products, and yield Starting materials: Cl (hydrochloric acid), BrC1=CC=C(C2=CC=CC=C12)C(=O)O (4-bromo-1-naphthoic acid), [Cu]C#N (copper-(I) cyanide), CN(C=O)C (dimethylformamide), [OH-].[Na+] (sodium hydroxide). Product: C1(=CC=C(C2=CC=CC=C12)C(=O)O)C(=O)O (naphthalene-1,4-dicarboxylic acid). Reaction SMILES: Br[C:2]1[C:11]2[C:6](=[CH:7][CH:8]=[CH:9][CH:10]=2)[C:5]([C:12]([OH:14])=[O:13])=[CH:4][CH:3]=1.[Cu]C#N.[OH-:18].[Na+].Cl.CN(C)[CH:23]=[O:24]>>[C:2]1([C:23]([OH:24])=[O:18])[C:11]2[C:6](=[CH:7][CH:8]=[CH:9][CH:10]=2)[C:5]([C:12]([OH:14])=[O:13])=[CH:4][CH:3]=1 |f:2.3|. Procedure details: 125.6 parts by weight of 4-bromo-1-naphthoic acid with a melting point of 219°-220° and 51 parts by weight of copper-(I) cyanide (67-71% copper) are introduced into 330 parts by weight of dimethylformamide. The mixture is then heated under reflux for 4 hours, whilst stirring, to 150°-160° C., whereby, after some time, the solid materials go into solution, but then the 4-cyano-1-naphthoic acid copper bromide complex is gradually precipitated. After cooling to about 100°, the reaction mixture is d... Starting materials: FC1=CC(=C(N)C(=C1)C)[N+](=O)[O-] (4-fluoro-2-nitro-6-methylaniline), II (iodine), N(=O)OC(C)(C)C (tert-butyl nitrite), O (water). Reagents/catalysts: [Cu]I (copper(I) iodide). The solvent is C(C)#N (acetonitrile), C(C)#N (acetonitrile). The product is FC1=CC(=C(C(=C1)C)I)[N+](=O)[O-] (4-fluoro-2-nitro-6-methylphenyl iodide). Isolated yield 46.5%. RXN SMILES: [F:1][C:2]1[CH:8]=[C:7]([CH3:9])[C:5](N)=[C:4]([N+:10]([O-:12])=[O:11])[CH:3]=1.[I:13]I.N(OC(C)(C)C)=O.O>C(#N)C.[Cu]I>[F:1][C:2]1[CH:8]=[C:7]([CH3:9])[C:5]([I:13])=[C:4]([N+:10]([O-:12])=[O:11])[CH:3]=1. Procedure: A mixture of 4.4 grams (0.026 mole) of 4-fluoro-2-nitro-6-methylaniline, 13.2 grams (0.052 mole) of iodine, and 5.5 grams (0.029 mole) of copper(I) iodide in 125 mL of acetonitrile was stirred, and a solution of 4.6 mL (0.039 mole) of tert-butyl nitrite in 25 mL of acetonitrile was added dropwise during a 10 minute period. Upon completion of addition, the reaction mixture was stirred at ambient temperature for about 16 hours. After this time the reaction mixture was poured into 300 mL of water. ... Starting materials: OC(CN1C(C(=C(C=C1C=1C=C(C=CC1)C)C(F)(F)F)C#N)=O)C(C)OCOC (1-(2-Hydroxy-3-methoxymethoxy-butyl)-2-oxo-6-m-tolyl-4-trifluoromethyl-1,2-dihydro-pyridine-3-carbonitrile), C[N+]1(CCOCC1)[O-] (N-methylmorpholine N-oxide). Reagents/catalysts: [Ru](=O)(=O)(=O)[O-].C(CC)[N+](CCC)(CCC)CCC (tetrapropylammonium perruthenate). Run in C(Cl)Cl (DCM). Run at time 10 minute. Yields the product COCOC(C(CN1C(C(=C(C=C1C=1C=C(C=CC1)C)C(F)(F)F)C#N)=O)=O)C (1-(3-Methoxymethoxy-2-oxo-butyl)-2-oxo-6-m-tolyl-4-trifluoromethyl-1,2-dihydro-pyridine-3-carbonitrile). The yield is 89.9%. As a reaction SMILES: [OH:1][CH:2]([CH:24]([O:26][CH2:27][O:28][CH3:29])[CH3:25])[CH2:3][N:4]1[C:9]([C:10]2[CH:11]=[C:12]([CH3:16])[CH:13]=[CH:14][CH:15]=2)=[CH:8][C:7]([C:17]([F:20])([F:19])[F:18])=[C:6]([C:21]#[N:22])[C:5]1=[O:23].C[N+]1([O-])CCOCC1>C(Cl)Cl.[Ru]([O-])(=O)(=O)=O.C([N+](CCC)(CCC)CCC)CC>[CH3:29][O:28][CH2:27][O:26][CH:24]([CH3:25])[C:2](=[O:1])[CH2:3][N:4]1[C:9]([C:10]2[CH:11]=[C:12]([CH3:16])[CH:13]=[CH:14][CH:15]=2)=[CH:8][C:7]([C:17]([F:18])([F:19])[F:20])=[C:6]([C:21]#[N:22])[C:5]1=[O:23] |f:3.4|. Procedure details: 1-(2-Hydroxy-3-methoxymethoxy-butyl)-2-oxo-6-m-tolyl-4-trifluoromethyl-1,2-dihydro-pyridine-3-carbonitrile 29 (0.21 g, 0.52 mmoles) was combined with N-methylmorpholine N-oxide (NMO, 92 mg, 0.79 mmoles) and 4 Å molecular sieves (powder, 170 mg) in 5 mL of anhydrous DCM within a 7 mL reaction vial. The mixture was stirred at room temperature for 10 min. After this period tetrapropylammonium perruthenate (TPAP, 10 mg, 0.028 mmoles) was added and the mixture was stirred at room temperature for an a...